This data is from the Open Reaction Database (ORD), a public repository of structured organic reaction records. The task is: describe an organic reaction: reactants, conditions, products, and yield The reactants are FC(C=1C=C2C(=NC1)N(C(=C2)C(=O)N)CC2=CC(=CC=C2)F)(F)F (5-trifluoromethyl-1-[(3-fluorophenyl)methyl]-1H-pyrrolo[2,3-b]pyridine-2-carboxamide), [C@@H]1([C@@H](CCCC1)N)N (trans-1,2-cyclohexanediamine), NC1=NC=CC(=C1)Br (2-amino-4-bromopyridine), C([O-])([O-])=O.[K+].[K+] (potassium carbonate). The reagents and catalysts are [Cu](I)I (copper iodide). The solvent is O1CCOCC1 (dioxane), O (water). Conditions: temperature 170 celsius. Yields the product NC1=NC=CC(=C1)NC(=O)C1=CC=2C(=NC=C(C2)C(F)(F)F)N1CC1=CC(=CC=C1)F (N-[2-Aminopyrid-4-yl]-5-trifluoromethyl-1-[(3-fluorophenyl)methyl]-1H-pyrrolo-[2,3-b]pyridine-2-carboxamide). The yield is 86.8%. As a reaction SMILES: [F:1][C:2]([F:24])([F:23])[C:3]1[CH:4]=[C:5]2[CH:11]=[C:10]([C:12]([NH2:14])=[O:13])[N:9]([CH2:15][C:16]3[CH:21]=[CH:20][CH:19]=[C:18]([F:22])[CH:17]=3)[C:6]2=[N:7][CH:8]=1.[NH2:25][C:26]1[CH:31]=[C:30](Br)[CH:29]=[CH:28][N:27]=1.C(=O)([O-])[O-].[K+].[K+].[C@@H]1(N)CCCC[C@H]1N>[Cu](I)I.O.O1CCOCC1>[NH2:25][C:26]1[CH:31]=[C:30]([NH:14][C:12]([C:10]2[N:9]([CH2:15][C:16]3[CH:21]=[CH:20][CH:19]=[C:18]([F:22])[CH:17]=3)[C:6]3=[N:7][CH:8]=[C:3]([C:2]([F:1])([F:23])[F:24])[CH:4]=[C:5]3[CH:11]=2)=[O:13])[CH:29]=[CH:28][N:27]=1 |f:2.3.4|. Procedure details: 0.056 g (0.30 mmol) of copper iodide, 0.2 g (0.59 mmol) of 5-trifluoromethyl-1-[(3-fluorophenyl)methyl]-1H-pyrrolo[2,3-b]pyridine-2-carboxamide, prepared according to the protocol described in step 15.1, 0.11 g (0.65 mmol) of 2-amino-4-bromopyridine, 0.33 g (2.37 mmol) of potassium carbonate and 5 mL of anhydrous dioxane are placed in a 10 mL pressure tube specific for microwave reactors. The suspension is degassed for a few minutes and 0.04 mL (0.33 mmol) of trans-1,2-cyclohexanediamine is then...